From a dataset of the Open Reaction Database (ORD), a public repository of structured organic reaction records. describe an organic reaction: reactants, conditions, products, and yield The reactants are C(C)(C)(C)OC(=O)N1CCC(CC1)(C(=O)NO)CSC1=CC=C(C=C1)OCC#CC (tert-butyl-4-({[4-(2-butynyloxy)phenyl]sulfanyl}methyl)-4-[(hydroxyamino)carbonyl]-1-piperidinecarboxylate), OO (hydrogen peroxide). Run in CO (MeOH). Reaction conditions: time 18 hour. Yields the product C(C)(C)(C)OC(=O)N1CCC(CC1)(C(=O)NO)CS(=O)C1=CC=C(C=C1)OCC#CC (tert-Butyl-4-({[4-(2-butynyloxy)phenyl]sulfinyl}methyl)-4-[(hydroxyamino)carbonyl]-1-piperidinecarboxylate). Isolated yield 67.0%. Reaction SMILES: [C:1]([O:5][C:6]([N:8]1[CH2:13][CH2:12][C:11]([CH2:18][S:19][C:20]2[CH:25]=[CH:24][C:23]([O:26][CH2:27][C:28]#[C:29][CH3:30])=[CH:22][CH:21]=2)([C:14]([NH:16][OH:17])=[O:15])[CH2:10][CH2:9]1)=[O:7])([CH3:4])([CH3:3])[CH3:2].[OH:31]O>CO>[C:1]([O:5][C:6]([N:8]1[CH2:13][CH2:12][C:11]([CH2:18][S:19]([C:20]2[CH:25]=[CH:24][C:23]([O:26][CH2:27][C:28]#[C:29][CH3:30])=[CH:22][CH:21]=2)=[O:31])([C:14]([NH:16][OH:17])=[O:15])[CH2:10][CH2:9]1)=[O:7])([CH3:4])([CH3:3])[CH3:2]. Reported procedure: To a slurry of tert-butyl-4-({[4-(2-butynyloxy)phenyl]sulfanyl}methyl)-4-[(hydroxyamino)carbonyl]-1-piperidinecarboxylate (0.24 g, 0.55 mmol) at 0° C. in 7 mL of MeOH was added dropwise 3.5 mL of 30% hydrogen peroxide. The reaction was allowed to warm to room temperature and stirred for 18 h. The reaction was cooled to 0° C. and quenched with 3.5 mL of a saturated solution of Na2SO3. The organics were removed and the aqueous solution was extracted with CH2Cl2. The organics were washed with H2O, ... Reactants: CC1CC(CC(C1)C)=CC(=O)OCC (ethyl 3,5-dimethyl-cyclohexylideneacetate). Reagents/catalysts: [Ni] (Raney-nickel). Solvent: CO (methanol). Reaction conditions: time 8 hour. The product is CC1CC(CC(C1)C)CC(=O)OCC (ethyl 3,5-dimethyl-cyclohexylacetate). The yield is 95.9%. Reaction SMILES: [CH3:1][CH:2]1[CH2:7][CH:6]([CH3:8])[CH2:5][C:4](=[CH:9][C:10]([O:12][CH2:13][CH3:14])=[O:11])[CH2:3]1>[Ni].CO>[CH3:1][CH:2]1[CH2:7][CH:6]([CH3:8])[CH2:5][CH:4]([CH2:9][C:10]([O:12][CH2:13][CH3:14])=[O:11])[CH2:3]1. Procedure details: To a 1 liter autoclave which is fitted with heating means, cooling means and a stirrer are added 54 g of ethyl 3,5-dimethyl-cyclohexylideneacetate, 200 ml of absolute methanol and 3 g of Raney-nickel, which has been washed three times with absolute methanol. The mixture is hydrogenated at 100° C. under a hydrogen pressure of 40 atmospheres. The hydrogen uptake stops after 8 hours. The catalyst is filtered off, the filtrate is concentrated and the residue is distilled. There are obtained 52.3 g o... Reactants: ice water, COC=1C=C(C=CC1OC)CCNC(C)C (2-(3,4-Dimethoxyphenyl)-N-isopropylethylamine), [N+](=O)([O-])C1=CC(=C(OCCBr)C=C1)N1C=CC=C1 (1-[4-nitro-2-(1H-pyrrol-1-yl)phenoxy]-2-bromoethane), [I-].[K+] (potassium iodide), C([O-])([O-])=O.[K+].[K+] (potassium carbonate). Run in CN(C)C=O (DMF). Run at temperature 85 celsius, time 1 hour. The product is [N+](=O)([O-])C1=CC(=C(OCCN(C(C)C)CCC2=CC(=C(C=C2)OC)OC)C=C1)N1C=CC=C1 (1-[4-nitro-2-(1H-pyrrol-1-yl)phenoxy]-2-[N-(3,4-dimethoxyphenethyl)-N-isopropylamino]ethane). The yield is 19.8%. RXN SMILES: [CH3:1][O:2][C:3]1[CH:4]=[C:5]([CH2:11][CH2:12][NH:13][CH:14]([CH3:16])[CH3:15])[CH:6]=[CH:7][C:8]=1[O:9][CH3:10].[N+:17]([C:20]1[CH:29]=[CH:28][C:23]([O:24][CH2:25][CH2:26]Br)=[C:22]([N:30]2[CH:34]=[CH:33][CH:32]=[CH:31]2)[CH:21]=1)([O-:19])=[O:18].[I-].[K+].C(=O)([O-])[O-].[K+].[K+]>CN(C=O)C>[N+:17]([C:20]1[CH:29]=[CH:28][C:23]([O:24][CH2:25][CH2:26][N:13]([CH2:12][CH2:11][C:5]2[CH:6]=[CH:7][C:8]([O:9][CH3:10])=[C:3]([O:2][CH3:1])[CH:4]=2)[CH:14]([CH3:16])[CH3:15])=[C:22]([N:30]2[CH:34]=[CH:33][CH:32]=[CH:31]2)[CH:21]=1)([O-:19])=[O:18] |f:2.3,4.5.6|. Procedure details: 2-(3,4-Dimethoxyphenyl)-N-isopropylethylamine (2.4 g, 11 mmol) and 1-[4-nitro-2-(1H-pyrrol-1-yl)phenoxy]-2-bromoethane (3.04 g, 10 mmol) were dissolved in DMF and, thereafter, potassium iodide (1.61 g, 11 mmol) and anhydrous potassium carbonate (1.5 g, 10 mmol) were added and the mixture was stirred at 80-90° C. for 1 h; thereafter, ice water was added and extraction was conducted with ethyl acetate. The extracted organic layer was dried with magnesium sulfate and the solvent was evaporated; the... Starting materials: C(\C=C/C(=O)O)(=O)O (maleic acid), NC(CN1C(C2=CC=CC=C2C(=C1)C1=CC=CC=C1)=O)C (2-(2-aminopropyl)-4-phenyl-1(2H)-isoquinolone). The solvent is C(C)(=O)OCC (ethyl acetate). Yields the product C(\C=C/C(=O)O)(=O)O.NC(CN1C(C2=CC=CC=C2C(=C1)C1=CC=CC=C1)=O)C (2-(2-aminopropyl)-4-phenyl-1(2H)-isoquinolone maleate). Isolated yield 83.2%. RXN SMILES: [C:1]([OH:8])(=[O:7])/[CH:2]=[CH:3]\[C:4]([OH:6])=[O:5].[NH2:9][CH:10]([CH3:29])[CH2:11][N:12]1[CH:21]=[C:20]([C:22]2[CH:27]=[CH:26][CH:25]=[CH:24][CH:23]=2)[C:19]2[C:14](=[CH:15][CH:16]=[CH:17][CH:18]=2)[C:13]1=[O:28]>C(OCC)(=O)C>[C:1]([OH:8])(=[O:7])/[CH:2]=[CH:3]\[C:4]([OH:6])=[O:5].[NH2:9][CH:10]([CH3:29])[CH2:11][N:12]1[CH:21]=[C:20]([C:22]2[CH:27]=[CH:26][CH:25]=[CH:24][CH:23]=2)[C:19]2[C:14](=[CH:15][CH:16]=[CH:17][CH:18]=2)[C:13]1=[O:28] |f:3.4|. Reported procedure: 6 g of maleic acid was added to 14 g of 2-(2-aminopropyl)-4-phenyl-1(2H)-isoquinolone prepared as described above in 80 ml of ethyl acetate, and the mixture was stirred while warming. The crystals precipitated upon cooling were collected by filtration and recrystallized from a mixture of ethanol and ethyl acetate to obtain 16.5 g of 2-(2-aminopropyl)-4-phenyl-1(2H)-isoquinolone maleate having a melting point of 187° C. as colorless prisms. Starting materials: C([O-])([O-])=O.[K+].[K+] (Potassium carbonate), [I-].[K+] (potassium iodide), C(C1=CC=CC=C1)OC1=CC=C(CCl)C=C1 (4-benzyloxybenzyl chloride), N1C(NCC1)=O (Imidazolidin-2-one). The solvent is CS(=O)C (dimethyl sulfoxide). Conditions: temperature 100 celsius. Product: C(C1=CC=CC=C1)OC1=CC=C(CN2C(NCC2)=O)C=C1 (1-(4-benzyloxybenzyl)-imidazolidin-2-one). The yield is 32.0%. RXN SMILES: [NH:1]1[CH2:5][CH2:4][NH:3][C:2]1=[O:6].C(=O)([O-])[O-].[K+].[K+].[I-].[K+].[CH2:15]([O:22][C:23]1[CH:30]=[CH:29][C:26]([CH2:27]Cl)=[CH:25][CH:24]=1)[C:16]1[CH:21]=[CH:20][CH:19]=[CH:18][CH:17]=1>CS(C)=O>[CH2:15]([O:22][C:23]1[CH:24]=[CH:25][C:26]([CH2:27][N:1]2[CH2:5][CH2:4][NH:3][C:2]2=[O:6])=[CH:29][CH:30]=1)[C:16]1[CH:17]=[CH:18][CH:19]=[CH:20][CH:21]=1 |f:1.2.3,4.5|. Procedure details: Imidazolidin-2-one (2.0 g; 23.23 mmol) was dissolved in dimethyl sulfoxide (DMSO; 30 ml). Potassium carbonate (3.10 g; 23.23 mmol), potassium iodide (0.95 g; 5.80 mmol) and 4-benzyloxybenzyl chloride (5.4 g; 23.23 mmol) were added thereto. The mixture was heated at 100° C. for 3 hours (h). Cooling to RT was followed by partition between water (100 ml) and ethyl acetate (EtOAc, 100 ml). The phases were separated and the aqueous phase was extracted with EtOAc (3×; 30 ml). The combined organic phas... Reactants: C1(=CC=C(C=C1)S(=O)(=O)N1CC2=C(CC1)OC=C2)C=CC2=CC=CC=C2 (5-(stilbene-4-sulfonyl)-4,5,6,7-tetrahydrofuro[3,2-c]pyridine). Reagents/catalysts: C1=CC=C(C=C1)P(C2=CC=CC=C2)C3=CC=CC=C3.C1=CC=C(C=C1)P(C2=CC=CC=C2)C3=CC=CC=C3.C1=CC=C(C=C1)P(C2=CC=CC=C2)C3=CC=CC=C3.[Cl-].[Rh] (chlorotris(triphenylphosphine)rhodium (I)). The solvent is C=1(C(=CC=CC1)CCO)C (toluene-ethanol). Yields the product C(CC1=CC=CC=C1)C1=CC=C(C=C1)S(=O)(=O)N1CC2=C(CC1)OC=C2 (5-(4-phenethylbenzenesulfonyl)-4,5,6,7-tetrahydrofuro[3,2-c]pyridine). Reaction SMILES: [C:1]1([CH:19]=[CH:20][C:21]2[CH:26]=[CH:25][CH:24]=[CH:23][CH:22]=2)[CH:6]=[CH:5][C:4]([S:7]([N:10]2[CH2:15][CH2:14][C:13]3[O:16][CH:17]=[CH:18][C:12]=3[CH2:11]2)(=[O:9])=[O:8])=[CH:3][CH:2]=1>C1(C)C(CCO)=CC=CC=1.C1C=CC(P(C2C=CC=CC=2)C2C=CC=CC=2)=CC=1.C1C=CC(P(C2C=CC=CC=2)C2C=CC=CC=2)=CC=1.C1C=CC(P(C2C=CC=CC=2)C2C=CC=CC=2)=CC=1.[Cl-].[Rh]>[CH2:19]([C:1]1[CH:2]=[CH:3][C:4]([S:7]([N:10]2[CH2:15][CH2:14][C:13]3[O:16][CH:17]=[CH:18][C:12]=3[CH2:11]2)(=[O:9])=[O:8])=[CH:5][CH:6]=1)[CH2:20][C:21]1[CH:22]=[CH:23][CH:24]=[CH:25][CH:26]=1 |f:2.3.4.5.6|. Procedure: A solution of the above 5-(stilbene-4-sulfonyl)-4,5,6,7-tetrahydrofuro[3,2-c]pyridine in 20 ml of toluene-ethanol (5:1) was hydrogenated at room temperature at atmospheric pressure over 49 mg (0.053 mmol) of chlorotris(triphenylphosphine)rhodium (I) until the starting material disappeared on TLC. After the reaction mixture was concentrated under reduced pressure, the resulting crude product was purified by silica gel column chromatography (hexane/ethyl acetate=6/1) and crystallized from diethyl ...